This data is from the Open Reaction Database (ORD), a public repository of structured organic reaction records. The task is: describe an organic reaction: reactants, conditions, products, and yield RXN SMILES: [CH2:9]1[CH:10]([C:19](=[O:20])[OH:21])[CH2:11][CH2:12][c:13]2[cH:14][cH:15][cH:16][cH:17][c:18]21.[CH3:22][C:23]([CH3:24])([O-:25])[CH3:26].[CH3:28][Si:29]([CH3:30])([CH3:31])[N-:32][Si:33]([CH3:34])([CH3:35])[CH3:36].[K+:27].[K+:37].[O:1]1[CH:2]([C:6]([OH:7])=[O:8])[CH2:5][CH:4]=[CH:3]1.[O:38]1[CH2:39][CH2:40][CH2:41][CH2:42]1>>[CH3:2][C:10]1([C:19](=[O:20])[OH:21])[CH2:9][c:18]2[c:13]([cH:14][cH:15][cH:16][cH:17]2)[CH2:12][CH2:11]1. Reactants: O=C(O)C1CCc2ccccc2C1, CC(C)(C)[O-], C[Si](C)(C)[N-][Si](C)(C)C, [K+], [K+], O=C(O)C1CC=CO1, C1CCOC1. The product is CC1(C(=O)O)CCc2ccccc2C1. The reactants are [Br-], CC(C)(C)OC(=O)N1CCC(C#N)(N2CCC(Oc3ccc(Cl)c(Cl)c3)CC2)CC1, O=C([O-])[O-], C1CCOC1, C[Mg+], [K+], [K+]. The product is CC(C)(C)OC(=O)N1CCC(C)(N2CCC(Oc3ccc(Cl)c(Cl)c3)CC2)CC1. RXN SMILES: [Br-:31].[C:1](#[N:2])[C:3]1([N:16]2[CH2:17][CH2:18][CH:19]([O:22][c:23]3[cH:24][c:25]([Cl:30])[c:26]([Cl:29])[cH:27][cH:28]3)[CH2:20][CH2:21]2)[CH2:4][CH2:5][N:6]([C:9](=[O:10])[O:11][C:12]([CH3:13])([CH3:14])[CH3:15])[CH2:7][CH2:8]1.[C:34](=[O:35])([O-:36])[O-:37].[CH2:40]1[O:41][CH2:42][CH2:43][CH2:44]1.[CH3:32][Mg+:33].[K+:38].[K+:39]>>[CH3:1][C:3]1([N:16]2[CH2:17][CH2:18][CH:19]([O:22][c:23]3[cH:24][c:25]([Cl:30])[c:26]([Cl:29])[cH:27][cH:28]3)[CH2:20][CH2:21]2)[CH2:4][CH2:5][N:6]([C:9](=[O:10])[O:11][C:12]([CH3:13])([CH3:14])[CH3:15])[CH2:7][CH2:8]1. The reactants are NC(=O)Cn1cc(S(=O)(=O)Cl)c2cc([N+](=O)[O-])ccc21, ClCCl, [NH4+], [OH-]. Yields the product NC(=O)Cn1cc(S(N)(=O)=O)c2cc([N+](=O)[O-])ccc21. Reaction SMILES: [C:1]([NH2:2])(=[O:3])[CH2:4][n:5]1[cH:6][c:7]([S:17](=[O:18])(=[O:19])[Cl:20])[c:8]2[cH:9][c:10]([N+:14](=[O:15])[O-:16])[cH:11][cH:12][c:13]12.[CH2:23]([Cl:24])[Cl:25].[NH4+:21].[OH-:22]>>[C:1]([NH2:2])(=[O:3])[CH2:4][n:5]1[cH:6][c:7]([S:17](=[O:18])(=[O:19])[NH2:21])[c:8]2[cH:9][c:10]([N+:14](=[O:15])[O-:16])[cH:11][cH:12][c:13]12. The reactants are O=C([O-])O, O=C(Cl)c1cccnc1, ClCCl, CNCCCN1c2ccccc2CCc2ccccc21, [Cl-], Cl, [H+], [Na+]. Yields the product CN(CCCN1c2ccccc2CCc2ccccc21)C(=O)c1cccnc1. RXN SMILES: [C:11](=[O:12])([OH:13])[O-:14].[C:2]([c:3]1[cH:4][n:5][cH:6][cH:7][cH:8]1)(=[O:9])[Cl:10].[CH2:38]([Cl:39])[Cl:40].[CH3:18][NH:19][CH2:20][CH2:21][CH2:22][N:23]1[c:24]2[cH:25][cH:26][cH:27][cH:28][c:29]2[CH2:30][CH2:31][c:32]2[cH:33][cH:34][cH:35][cH:36][c:37]21.[Cl-:17].[ClH:1].[H+:16].[Na+:15]>>[C:2]([c:3]1[cH:4][n:5][cH:6][cH:7][cH:8]1)(=[O:9])[N:19]([CH3:18])[CH2:20][CH2:21][CH2:22][N:23]1[c:24]2[cH:25][cH:26][cH:27][cH:28][c:29]2[CH2:30][CH2:31][c:32]2[cH:33][cH:34][cH:35][cH:36][c:37]21. Reactants: CCN, COCCOC, CN1CCc2cc3c(cc2C1)nc(Cl)n[n+]3[O-]. The product is CCNc1nc2cc3c(cc2[n+]([O-])n1)CCN(C)C3. As a reaction SMILES: [CH3:18][CH2:19][NH2:20].[CH3:21][O:22][CH2:23][CH2:24][O:25][CH3:26].[Cl:1][c:2]1[n:3][n+:4]([O-:17])[c:5]2[cH:6][c:7]3[c:12]([cH:13][c:14]2[n:15]1)[CH2:11][N:10]([CH3:16])[CH2:9][CH2:8]3>>[c:2]1([NH:20][CH2:19][CH3:18])[n:3][n+:4]([O-:17])[c:5]2[cH:6][c:7]3[c:12]([cH:13][c:14]2[n:15]1)[CH2:11][N:10]([CH3:16])[CH2:9][CH2:8]3. Starting materials: CC1(C(=O)NNC(C2=CC=CC=C2)=O)CC=C(C=C1)C (1-(1,4-dimethylbenzoyl)-2-benzoylhydrazine), P(Cl)(Cl)Cl (phosphorus chloride). The product is CC1(CC=C(C=C1)C)C=1OC(=NN1)C1=CC=CC=C1 (2-(1,4-dimethylphenyl)-5-phenyl-1,3,4-oxadiazole). RXN SMILES: [CH3:1][C:2]1([CH:19]=[CH:18][C:17]([CH3:20])=[CH:16][CH2:15]1)[C:3]([NH:5][NH:6][C:7](=[O:14])[C:8]1[CH:13]=[CH:12][CH:11]=[CH:10][CH:9]=1)=O.P(Cl)(Cl)Cl>>[CH3:1][C:2]1([C:3]2[O:14][C:7]([C:8]3[CH:13]=[CH:12][CH:11]=[CH:10][CH:9]=3)=[N:6][N:5]=2)[CH:19]=[CH:18][C:17]([CH3:20])=[CH:16][CH2:15]1. Reported procedure: Scheme III shows the reaction of 2,5-dimethylbenzoic acid chloride with benzoic hydrazide in the presence of triethylamine to give 1-(1,4-dimethylbenzoyl)-2-benzoylhydrazine. The resultant 1-(1,4-dimethylbenzoyl)-2-benzoylhydrazine is then allowed to cyclize in the presence of phosphorus chloride to give 2-(1,4-dimethylphenyl)-5-phenyl-1,3,4-oxadiazole, that then undergoes direct bromination or oxidation, as described above, to produce bis(bromomethyl) and bis(chloromethyl) monomers.